This data is from the Open Reaction Database (ORD), a public repository of structured organic reaction records. The task is: describe an organic reaction: reactants, conditions, products, and yield Starting materials: C(C)(=O)NC1=C(C=C(C=C1)S(=O)(=O)Cl)[N+](=O)[O-] (4-Acetylamino-3-nitrobenzenesulfonylchloride), [OH-].[NH4+] (ammonium hydroxide). Yields the product C(C)(=O)NC1=C(C=C(C=C1)S(=O)(=O)N)[N+](=O)[O-] (4-acetylamino-3-nitrobenzenesulfonamide). RXN SMILES: [C:1]([NH:4][C:5]1[CH:10]=[CH:9][C:8]([S:11](Cl)(=[O:13])=[O:12])=[CH:7][C:6]=1[N+:15]([O-:17])=[O:16])(=[O:3])[CH3:2].[OH-].[NH4+:19]>>[C:1]([NH:4][C:5]1[CH:10]=[CH:9][C:8]([S:11]([NH2:19])(=[O:13])=[O:12])=[CH:7][C:6]=1[N+:15]([O-:17])=[O:16])(=[O:3])[CH3:2] |f:1.2|. Procedure details: 13.1 G. of 4-Acetylamino-3-nitrobenzenesulfonylchloride is suspended in 130 ml. of concentrated ammonium hydroxide and stirred at room temperature for 11/2 hours. The reaction mixture is concentrated to 1/3 of the original volume by boiling, cooling and filtering. The solid material is recrystallized from 70% ethanol/water affording 7.5 g. of 4-acetylamino-3-nitrobenzenesulfonamide, m.p. 182°-183° C. The reactants are ClC=1C=C(C(=C(C(=O)OC)C1)C)NC1CCCC1 (methyl 5-chloro-3-(cyclopentylamino)-2-methylbenzoate), C([O-])([O-])=O.[Cs+].[Cs+] (cesium carbonate), CI (methyl iodide). Run in C(C)#N (acetonitrile). Conditions: temperature 80 celsius. Yields the product ClC=1C=C(C(=C(C(=O)OC)C1)C)N(C)C1CCCC1 (methyl 5-chloro-3-(cyclopentyl(methyl)amino)-2-methylbenzoate). Yield: 95.4%. Reaction SMILES: [Cl:1][C:2]1[CH:3]=[C:4]([NH:13][CH:14]2[CH2:18][CH2:17][CH2:16][CH2:15]2)[C:5]([CH3:12])=[C:6]([CH:11]=1)[C:7]([O:9][CH3:10])=[O:8].[C:19](=O)([O-])[O-].[Cs+].[Cs+].CI>C(#N)C>[Cl:1][C:2]1[CH:3]=[C:4]([N:13]([CH:14]2[CH2:18][CH2:17][CH2:16][CH2:15]2)[CH3:19])[C:5]([CH3:12])=[C:6]([CH:11]=1)[C:7]([O:9][CH3:10])=[O:8] |f:1.2.3|. Procedure: To a stirred solution of methyl 5-chloro-3-(cyclopentylamino)-2-methylbenzoate (0.5 g, 1.86 mmol) in acetonitrile (5 mL) was added cesium carbonate (1.22 g, 3.7 mmol) and methyl iodide (1.32 g, 9.33 mmol). The resulting mixture was heated at 80° C. for 12 h. On completion, the mixture was cooled to room temperature and filtered, the residue was washed with ethyl acetate and the filtrate was concentrated and then purified by column chromatography to afford methyl 5-chloro-3-(cyclopentyl(methyl)am... Reactants: COC(C(C)C=1C=C2C=CC=NC2=CC1)=O (2-Quinolin-6-yl-propionic acid methyl ester), [OH-].[Na+] (NaOH). Reaction conditions: time 10 minute. Product: N1=CC=CC2=CC(=CC=C12)C(C(=O)O)C (2-Quinolin-6-yl-propionic acid). RXN SMILES: C[O:2][C:3](=[O:16])[CH:4]([C:6]1[CH:7]=[C:8]2[C:13](=[CH:14][CH:15]=1)[N:12]=[CH:11][CH:10]=[CH:9]2)[CH3:5].[OH-].[Na+]>>[N:12]1[C:13]2[C:8](=[CH:7][C:6]([CH:4]([CH3:5])[C:3]([OH:16])=[O:2])=[CH:15][CH:14]=2)[CH:9]=[CH:10][CH:11]=1 |f:1.2|. Reported procedure: 2-Quinolin-6-yl-propionic acid methyl ester containing 10% 2-methyl-2-quinolin-6-yl-propionic acid methyl ester (7.7 g, 35.8 mmol) and 2 N aq. NaOH (27 ml) was heated to reflux for 4 hours until the reaction mixture became clear. After cooling to room temperature the mixture was extracted with dichloromethane and the aqueous layer was acidified with concentrated hydrochloric acid to pH 4-5. Ethyl acetate (30 ml) was added and stirred for 10 min, the resulting solid was filtered off to obtain pro... The reactants are CN, CC(=O)Cl, CO, CON=C1C(=NO)Oc2ccccc21. Product: CNC(=O)C(=NOC)c1ccccc1O. RXN SMILES: [CH3:19][NH2:20].[CH3:1][C:2]([Cl:3])=[O:4].[CH3:21][OH:22].[CH3:5][O:6][N:7]=[C:8]1[C:9](=[N:17][OH:18])[O:10][c:11]2[c:12]1[cH:13][cH:14][cH:15][cH:16]2>>[O:4]=[C:9]([C:8](=[N:7][O:6][CH3:5])[c:12]1[c:11]([OH:10])[cH:16][cH:15][cH:14][cH:13]1)[NH:20][CH3:19]. The reactants are CC(C)(C)OC(=O)NC1CCCN(c2ccc(C(N)=O)c(Nc3ccc(C(=O)N4CCOCC4)cc3)n2)C1, ClCCl, O=C(O)C(F)(F)F. Yields the product NC(=O)c1ccc(N2CCCC(N)C2)nc1Nc1ccc(C(=O)N2CCOCC2)cc1. Reaction SMILES: [C:1]([NH2:2])(=[O:3])[c:4]1[cH:5][cH:6][c:7]([N:25]2[CH2:26][CH:27]([NH:31][C:32](=[O:33])[O:34][C:35]([CH3:36])([CH3:37])[CH3:38])[CH2:28][CH2:29][CH2:30]2)[n:8][c:9]1[NH:10][c:11]1[cH:12][cH:13][c:14]([C:17](=[O:18])[N:19]2[CH2:20][CH2:21][O:22][CH2:23][CH2:24]2)[cH:15][cH:16]1.[Cl:46][CH2:47][Cl:48].[F:39][C:40]([F:41])([F:42])[C:43]([OH:44])=[O:45]>>[C:1]([NH2:2])(=[O:3])[c:4]1[cH:5][cH:6][c:7]([N:25]2[CH2:26][CH:27]([NH2:31])[CH2:28][CH2:29][CH2:30]2)[n:8][c:9]1[NH:10][c:11]1[cH:12][cH:13][c:14]([C:17](=[O:18])[N:19]2[CH2:20][CH2:21][O:22][CH2:23][CH2:24]2)[cH:15][cH:16]1. The reactants are [Ag], C=CCOC(=O)OC(C)C1C(=O)N(C(C(=O)OCC=C)=P(c2ccccc2)(c2ccccc2)c2ccccc2)C1S, ClCCl, CN(C)c1ccncc1, [Cl-], c1ccncc1, O=C(O)CCCCn1cnnn1. The product is C=CCOC(=O)OC(C)C1C(=O)N(C(C(=O)OCC=C)=P(c2ccccc2)(c2ccccc2)c2ccccc2)C1SC(=O)CCCCn1cnnn1. As a reaction SMILES: [Ag:73].[CH2:1]([CH:2]=[CH2:3])[O:4][C:5]([C:6](=[P:7]([c:8]1[cH:9][cH:10][cH:11][cH:12][cH:13]1)([c:14]1[cH:15][cH:16][cH:17][cH:18][cH:19]1)[c:20]1[cH:21][cH:22][cH:23][cH:24][cH:25]1)[N:26]1[C:27](=[O:40])[CH:28]([CH:31]([CH3:32])[O:33][C:34](=[O:35])[O:36][CH2:37][CH:38]=[CH2:39])[CH:29]1[SH:30])=[O:41].[CH2:61]([Cl:62])[Cl:63].[CH3:64][N:65]([CH3:66])[c:67]1[cH:68][cH:69][n:70][cH:71][cH:72]1.[Cl-:48].[cH:42]1[cH:43][cH:44][n:45][cH:46][cH:47]1.[n:49]1([CH2:54][CH2:55][CH2:56][CH2:57][C:58](=[O:59])[OH:60])[n:50][n:51][n:52][cH:53]1>>[CH2:1]([CH:2]=[CH2:3])[O:4][C:5]([C:6](=[P:7]([c:8]1[cH:9][cH:10][cH:11][cH:12][cH:13]1)([c:14]1[cH:15][cH:16][cH:17][cH:18][cH:19]1)[c:20]1[cH:21][cH:22][cH:23][cH:24][cH:25]1)[N:26]1[C:27](=[O:40])[CH:28]([CH:31]([CH3:32])[O:33][C:34](=[O:35])[O:36][CH2:37][CH:38]=[CH2:39])[CH:29]1[S:30][C:58]([CH2:57][CH2:56][CH2:55][CH2:54][n:49]1[n:50][n:51][n:52][cH:53]1)=[O:59])=[O:41]. Reactants: C(C)(C)(C)OC(=O)N1C[C@H](C[C@H]1C(N[C@@H]1CCCC2=CC=CC=C12)=O)NC1=CC=C2C[C@H](N(CC2=C1)C(=O)OC(C)(C)C)C(N[C@@H]1CCCC2=CC=CC=C12)=O ((S)-tert-butyl 7-(((3S,5S)-1-(tert-butoxycarbonyl)-5-(((R)-1,2,3,4-tetrahydronaphthalen-1-yl)carbamoyl)pyrrolidin-3-yl)amino)-3-(((R)-1,2,3,4-tetrahydronaphthalen-1-yl)carbamoyl)-3,4-dihydroisoquinoline-2(1H)-carboxylate), C(=O)(C(F)(F)F)O (TFA), C(=O)(C(F)(F)F)O (TFA). The solvent is C(Cl)Cl (CH2Cl2). Conditions: time 1 hour. Product: [C@H]1(CCCC2=CC=CC=C12)NC(=O)[C@H]1NCC2=CC(=CC=C2C1)N[C@@H]1CN[C@@H](C1)C(N[C@@H]1CCCC2=CC=CC=C12)=O ((S)—N—((R)-1,2,3,4-Tetrahydronaphthalen-1-yl)-7-(((3S,5S)-5-(((R)-1,2,3,4-tetrahydronaphthalen-1-yl)carbamoyl)pyrrolidin-3-yl)amino)-1,2,3,4-tetrahydroisoquinoline-3-carboxamide). Yield: 98.5%. RXN SMILES: C(OC([N:8]1[C@H:12]([C:13](=[O:25])[NH:14][C@H:15]2[C:24]3[C:19](=[CH:20][CH:21]=[CH:22][CH:23]=3)[CH2:18][CH2:17][CH2:16]2)[CH2:11][C@H:10]([NH:26][C:27]2[CH:36]=[C:35]3[C:30]([CH2:31][C@@H:32]([C:44](=[O:56])[NH:45][C@H:46]4[C:55]5[C:50](=[CH:51][CH:52]=[CH:53][CH:54]=5)[CH2:49][CH2:48][CH2:47]4)[N:33](C(OC(C)(C)C)=O)[CH2:34]3)=[CH:29][CH:28]=2)[CH2:9]1)=O)(C)(C)C.C(O)(C(F)(F)F)=O>C(Cl)Cl>[C@H:46]1([NH:45][C:44]([C@@H:32]2[CH2:31][C:30]3[C:35](=[CH:36][C:27]([NH:26][C@H:10]4[CH2:11][C@@H:12]([C:13](=[O:25])[NH:14][C@H:15]5[C:24]6[C:19](=[CH:20][CH:21]=[CH:22][CH:23]=6)[CH2:18][CH2:17][CH2:16]5)[NH:8][CH2:9]4)=[CH:28][CH:29]=3)[CH2:34][NH:33]2)=[O:56])[C:55]2[C:50](=[CH:51][CH:52]=[CH:53][CH:54]=2)[CH2:49][CH2:48][CH2:47]1. Procedure details: To a solution of (S)-tert-butyl 7-(((3S,5S)-1-(tert-butoxycarbonyl)-5-(((R)-1,2,3,4-tetrahydronaphthalen-1-yl)carbamoyl)pyrrolidin-3-yl)amino)-3-(((R)-1,2,3,4-tetrahydronaphthalen-1-yl)carbamoyl)-3,4-dihydroisoquinoline-2(1H)-carboxylate (150 mg, 0.20 mmol) in CH2Cl2 (2.2 mL) was added TFA (303 μL, 3.93 mmol). The resulting solution was stirred at room temperature for 1 h. Additional TFA (303 μL, 3.93 mmol) was added. The reaction mixture was stirred for 2 h, then quenched carefully with sat. aq... Reactants: CO, O=C(O)c1ccc(F)cc1[N+](=O)[O-], O=S(Cl)Cl. Yields the product COC(=O)c1ccc(F)cc1[N+](=O)[O-]. As a reaction SMILES: [CH3:18][OH:19].[F:5][c:6]1[cH:7][c:8]([N+:15](=[O:16])[O-:17])[c:9]([C:10](=[O:11])[OH:12])[cH:13][cH:14]1.[S:1]([Cl:2])([Cl:3])=[O:4]>>[F:5][c:6]1[cH:7][c:8]([N+:15](=[O:16])[O-:17])[c:9]([C:10](=[O:11])[O:12][CH3:18])[cH:13][cH:14]1.